Task: describe an organic reaction: reactants, conditions, products, and yield. Dataset: the Open Reaction Database (ORD), a public repository of structured organic reaction records The product is CCCN(CCC)Cc1ccc(NC(=O)c2ccc(CN)cc2)cc1. The reactants are CCCN(CCC)Cc1ccc(NC(=O)c2ccc(CNC(=O)OC(C)(C)C)cc2)cc1, CO, Cl, C1COCCO1. RXN SMILES: [C:1]([O:2][C:3](=[O:4])[NH:7][CH2:8][c:9]1[cH:10][cH:11][c:12]([C:15]([NH:16][c:17]2[cH:18][cH:19][c:20]([CH2:23][N:24]([CH2:25][CH2:26][CH3:27])[CH2:28][CH2:29][CH3:30])[cH:21][cH:22]2)=[O:31])[cH:13][cH:14]1)([CH3:5])([CH3:6])[CH3:32].[CH3:40][OH:41].[ClH:39].[O:33]1[CH2:34][CH2:35][O:36][CH2:37][CH2:38]1>>[NH2:7][CH2:8][c:9]1[cH:10][cH:11][c:12]([C:15]([NH:16][c:17]2[cH:18][cH:19][c:20]([CH2:23][N:24]([CH2:25][CH2:26][CH3:27])[CH2:28][CH2:29][CH3:30])[cH:21][cH:22]2)=[O:31])[cH:13][cH:14]1.